From a dataset of the Open Reaction Database (ORD), a public repository of structured organic reaction records. describe an organic reaction: reactants, conditions, products, and yield The yield is 68.9%. RXN SMILES: Cl.Cl.[NH2:3][C:4]1[C:19]([Cl:20])=[CH:18][C:7]([C:8]([NH:10][CH2:11][CH:12]2[CH2:17][CH2:16][NH:15][CH2:14][CH2:13]2)=[O:9])=[C:6]([O:21][CH3:22])[CH:5]=1.C(=O)([O-])[O-].[K+].[K+].Br[CH2:30][CH2:31][CH2:32][CH2:33][CH2:34][C:35]([C:37]1[CH:42]=[CH:41][C:40]([O:43][CH3:44])=[CH:39][CH:38]=1)=[O:36]>>[NH2:3][C:4]1[C:19]([Cl:20])=[CH:18][C:7]([C:8]([NH:10][CH2:11][CH:12]2[CH2:13][CH2:14][N:15]([CH2:30][CH2:31][CH2:32][CH2:33][CH2:34][C:35]([C:37]3[CH:42]=[CH:41][C:40]([O:43][CH3:44])=[CH:39][CH:38]=3)=[O:36])[CH2:16][CH2:17]2)=[O:9])=[C:6]([O:21][CH3:22])[CH:5]=1 |f:0.1.2,3.4.5|. Procedure details: 4-Amino-5-chloro-2-methoxy-N-(piperidin-4-ylmethyl)benzamide dihydrochloride (1.5 g) as starting compound, potassium carbonate (2.5 g) and 6-bromo-1-(4-methoxyphenyl)-1-hexanone (1.4 g) were reacted and treated in the same manner as in Example 172 to give 1.4 g of 4-amino-5-chloro-N-((1-(6-(4-methoxyphenyl)-6-oxohexyl)piperidin-4-yl)methyl)-2-methoxybenzamide. Reactants: Cl.Cl.NC1=CC(=C(C(=O)NCC2CCNCC2)C=C1Cl)OC (4-Amino-5-chloro-2-methoxy-N-(piperidin-4-ylmethyl)benzamide dihydrochloride), C([O-])([O-])=O.[K+].[K+] (potassium carbonate), BrCCCCCC(=O)C1=CC=C(C=C1)OC (6-bromo-1-(4-methoxyphenyl)-1-hexanone). Product: NC1=CC(=C(C(=O)NCC2CCN(CC2)CCCCCC(=O)C2=CC=C(C=C2)OC)C=C1Cl)OC (4-amino-5-chloro-N-((1-(6-(4-methoxyphenyl)-6-oxohexyl)piperidin-4-yl)methyl)-2-methoxybenzamide). Reactants: [Cl-].O[NH3+] (hydroxylammonium chloride), C(O)([O-])=O.[Na+] (sodium hydrogen carbonate), CS(=O)C (dimethyl sulfoxide), C[C@H]1O[C@H](CC(C1)ON1C(=NC(=C(C1=O)CC1=CC=C(C=C1)C=1C(=CC=CC1)C#N)CCC)C)C (4′-[(1-{[(2R,6S)-2,6-dimethyltetrahydro-2H-pyran-4-yl]oxy}-2-methyl-6-oxo-4-propyl-1,6-dihydropyrimidin-5-yl)methyl]biphenyl-2-carbonitrile). Run in O (water). Reaction conditions: temperature 40 celsius, time 30 minute. Product: C[C@H]1O[C@H](CC(C1)ON1C(=NC(=C(C1=O)CC1=CC=C(C=C1)C1=C(C=CC=C1)C1=NOC(N1)=O)CCC)C)C (3-{[(2R,6S)-2,6-dimethyltetrahydro-2H-pyran-4-yl]oxy}-2-methyl-5-{[2′-(5-oxo-4,5-dihydro-1,2,4-oxadiazol-3-yl)biphenyl-4-yl]methyl}-6-propylpyrimidin-4(3H)-one). Yield: 35.8%. RXN SMILES: [Cl-].O[NH3+:3].[C:4](=[O:7])([O-])[OH:5].[Na+].CS(C)=O.[CH3:13][C@@H:14]1[CH2:19][CH:18]([O:20][N:21]2[C:26](=[O:27])[C:25]([CH2:28][C:29]3[CH:34]=[CH:33][C:32]([C:35]4[C:36]([C:41]#[N:42])=[CH:37][CH:38]=[CH:39][CH:40]=4)=[CH:31][CH:30]=3)=[C:24]([CH2:43][CH2:44][CH3:45])[N:23]=[C:22]2[CH3:46])[CH2:17][C@H:16]([CH3:47])[O:15]1>O>[CH3:13][C@@H:14]1[CH2:19][CH:18]([O:20][N:21]2[C:26](=[O:27])[C:25]([CH2:28][C:29]3[CH:34]=[CH:33][C:32]([C:35]4[CH:40]=[CH:39][CH:38]=[CH:37][C:36]=4[C:41]4[NH:3][C:4](=[O:7])[O:5][N:42]=4)=[CH:31][CH:30]=3)=[C:24]([CH2:43][CH2:44][CH3:45])[N:23]=[C:22]2[CH3:46])[CH2:17][C@H:16]([CH3:47])[O:15]1 |f:0.1,2.3|. Procedure: A mixture of hydroxylammonium chloride (1.6 g), sodium hydrogen carbonate (2.2 g) and dimethyl sulfoxide (8 mL) was stirred at 40° C. for 30 min, 4′-[(1-{[(2R,6S)-2,6-dimethyltetrahydro-2H-pyran-4-yl]oxy}-2-methyl-6-oxo-4-propyl-1,6-dihydropyrimidin-5-yl)methyl]biphenyl-2-carbonitrile (0.62 g) was added, and the mixture was stirred at 90° C. for 24 hr. The mixture was allowed to cool to room temperature, water was added to the reaction mixture, and the precipitated solid was collected by filtrat... Procedure: To a solution of 2-chloro-3-(1-cyano-1-methylethyl)benzoic acid (0.11 g, 0.5 mmol) produced in Example C61(v) in oxalyl chloride (0.5 mL) was added N,N-dimethylformamide (40 μL), and the mixture was stirred at room temperature for 30 min, and concentrated to dryness under reduced pressure. This was dissolved in a mixture of N,N-dimethylacetamide (1 mL) and tetrahydrofuran (1 mL), and the solution was added dropwise to a solution of N-[5-(5-amino-2-chloro-4-fluorophenoxy)[1,3]thiazolo[5,4-b]pyrid... The solvent is CN(C(C)=O)C (N,N-dimethylacetamide), C(C(=O)Cl)(=O)Cl (oxalyl chloride). Product: C(C)(=O)NC=1SC2=NC(=CC=C2N1)OC=1C(=CC(=C(C1)NC(C1=C(C(=CC=C1)C(C)(C)C#N)Cl)=O)F)Cl (N-(5-{[2-(acetylamino)[1,3]thiazolo[5,4-b]pyridin-5-yl]oxy}-4-chloro-2-fluorophenyl)-2-chloro-3-(1-cyano-1-methylethyl)benzamide). RXN SMILES: [Cl:1][C:2]1[C:10]([C:11]([C:14]#[N:15])([CH3:13])[CH3:12])=[CH:9][CH:8]=[CH:7][C:3]=1[C:4]([OH:6])=O.CN(C)C=O.[NH2:21][C:22]1[C:23]([F:43])=[CH:24][C:25]([Cl:42])=[C:26]([CH:41]=1)[O:27][C:28]1[N:33]=[C:32]2[S:34][C:35]([NH:37][C:38](=[O:40])[CH3:39])=[N:36][C:31]2=[CH:30][CH:29]=1.O>C(Cl)(=O)C(Cl)=O.CN(C)C(=O)C>[C:38]([NH:37][C:35]1[S:34][C:32]2[C:31]([N:36]=1)=[CH:30][CH:29]=[C:28]([O:27][C:26]1[C:25]([Cl:42])=[CH:24][C:23]([F:43])=[C:22]([NH:21][C:4](=[O:6])[C:3]3[CH:7]=[CH:8][CH:9]=[C:10]([C:11]([C:14]#[N:15])([CH3:13])[CH3:12])[C:2]=3[Cl:1])[CH:41]=1)[N:33]=2)(=[O:40])[CH3:39]. The yield is 21.7%. Run at time 30 minute. The reactants are ClC1=C(C(=O)O)C=CC=C1C(C)(C)C#N (2-chloro-3-(1-cyano-1-methylethyl)benzoic acid), NC=1C(=CC(=C(OC2=CC=C3C(=N2)SC(=N3)NC(C)=O)C1)Cl)F (N-[5-(5-amino-2-chloro-4-fluorophenoxy)[1,3]thiazolo[5,4-b]pyridin-2-yl]acetamide), O (water), CN(C=O)C (N,N-dimethylformamide). Reactants: ClC=1C=C(C=CC1)NC=1N=NC(=CC1)NN (N-(3-chlorophenyl)-6-hydrazinylpyridazin-3-amine), C(CC(=O)OCC)(=O)OCC (diethyl malonate). Run in C(C)O (ethanol). Conditions: time 30 minute. Yields the product ClC=1C=C(C=CC1)NC=1C=CC=2N(N1)C(=NN2)CC(=O)OCC (ethyl 2-(6-(3-chlorophenylamino)-[1,2,4]triazolo[4,3-b]pyridazin-3-yl)acetate). Reaction SMILES: [Cl:1][C:2]1[CH:3]=[C:4]([NH:8][C:9]2[N:10]=[N:11][C:12]([NH:15][NH2:16])=[CH:13][CH:14]=2)[CH:5]=[CH:6][CH:7]=1.[C:17](OCC)(=O)[CH2:18][C:19]([O:21][CH2:22][CH3:23])=[O:20]>C(O)C>[Cl:1][C:2]1[CH:3]=[C:4]([NH:8][C:9]2[CH:14]=[CH:13][C:12]3[N:11]([C:17]([CH2:18][C:19]([O:21][CH2:22][CH3:23])=[O:20])=[N:16][N:15]=3)[N:10]=2)[CH:5]=[CH:6][CH:7]=1. Procedure: (Step 5-i) N-(3-chlorophenyl)-6-hydrazinylpyridazin-3-amine (1 g, 4.25 mmol)) was taken up in ethanol (10 mL) and diethyl malonate (2 g, 12.76 mmol) was added. After microirradiation at 150° C. for 30 min, the reaction mixture was concentrated to dryness, taken up in ethyl acetate, and filtered to give the product, ethyl 2-(6-(3-chlorophenylamino)-[1,2,4]triazolo[4,3-b]pyridazin-3-yl)acetate, as a solid (1.1 g, 3.3 mmol, 78% yield). The reactants are COC1=C(C(=O)Cl)C(=CC=C1)OC (2,6-dimethoxybenzoyl chloride), NC1CN2CCC1CC2 (3-aminoquinuclidine). The solvent is C(C)OCC (diethyl ether), C(C)OCC (diethyl ether). Run at time 15 minute. Product: Cl.N12CC(C(CC1)CC2)NC(C2=C(C=CC=C2OC)OC)=O (N-(1-Azabicyclo[2.2.2]oct-3-yl)2,6-dimethoxybenzamide Monohydrochloride). Isolated yield 59.6%. RXN SMILES: [CH3:1][O:2][C:3]1[CH:11]=[CH:10][CH:9]=[C:8]([O:12][CH3:13])[C:4]=1[C:5]([Cl:7])=[O:6].[NH2:14][CH:15]1[CH:20]2[CH2:21][CH2:22][N:17]([CH2:18][CH2:19]2)[CH2:16]1>C(OCC)C>[ClH:7].[N:17]12[CH2:22][CH2:21][CH:20]([CH2:19][CH2:18]1)[CH:15]([NH:14][C:5](=[O:6])[C:4]1[C:3]([O:2][CH3:1])=[CH:11][CH:10]=[CH:9][C:8]=1[O:12][CH3:13])[CH2:16]2 |f:3.4|. Procedure: In a closed system equipped with an oil bubbler, a solution of 2,6-dimethoxybenzoyl chloride (1.89 g, 0.0095 mole) in 20 ml diethyl ether was added dropwise to a stirred solution of 3-aminoquinuclidine (1.26 g, 0.010 mole) in 50 ml of diethyl ether. After the addition was completed, the reaction mixture was stirred for 15 min, and the precipitate that had formed was filtered under nitrogen. The wet (hygroscopic) solid was immediately recrystallized from methanol-isopropyl ether to give 1.85 g (6... Reactants: [BH4-], CCO, O=Cc1cccc(C=O)c1, [Na+]. The product is O=Cc1cccc(CO)c1. RXN SMILES: [BH4-:11].[CH3:13][CH2:14][OH:15].[CH:1]([c:2]1[cH:3][c:4]([CH:5]=[O:6])[cH:7][cH:8][cH:9]1)=[O:10].[Na+:12]>>[CH2:1]([c:2]1[cH:3][c:4]([CH:5]=[O:6])[cH:7][cH:8][cH:9]1)[OH:10]. Starting materials: CO, C[Si](C)(C)CCOCN1C(=O)N(c2ccccc2Cl)Cc2cnc(NC3CCC(NS(C)(=O)=O)CC3)nc21, Cl. Yields the product CS(=O)(=O)NC1CCC(Nc2ncc3c(n2)NC(=O)N(c2ccccc2Cl)C3)CC1. RXN SMILES: [CH3:40][OH:41].[Cl:1][c:2]1[c:3]([N:8]2[C:9](=[O:38])[N:10]([CH2:30][O:31][CH2:32][CH2:33][Si:34]([CH3:35])([CH3:36])[CH3:37])[c:11]3[n:12][c:13]([NH:18][CH:19]4[CH2:20][CH2:21][CH:22]([NH:25][S:26](=[O:27])(=[O:28])[CH3:29])[CH2:23][CH2:24]4)[n:14][cH:15][c:16]3[CH2:17]2)[cH:4][cH:5][cH:6][cH:7]1.[ClH:39]>>[Cl:1][c:2]1[c:3]([N:8]2[C:9](=[O:38])[NH:10][c:11]3[n:12][c:13]([NH:18][CH:19]4[CH2:20][CH2:21][CH:22]([NH:25][S:26](=[O:27])(=[O:28])[CH3:29])[CH2:23][CH2:24]4)[n:14][cH:15][c:16]3[CH2:17]2)[cH:4][cH:5][cH:6][cH:7]1.